Dataset: the Open Reaction Database (ORD), a public repository of structured organic reaction records. Task: describe an organic reaction: reactants, conditions, products, and yield Reactants: NC1=NC=CC(=N1)C(CO[Si](C)(C)C(C)(C)C)O (1-(2-aminopyrimidin-4-yl)-2-(tert-butyldimethylsilyloxy)ethanol), ClC1=C(C=CC(=C1)F)O (2-Chloro-4-fluorophenol), C1(=CC=CC=C1)P(C1=CC=CC=C1)C1=CC=CC=C1 (triphenylphosphine), N(=N\C(=O)OCC1=CC=C(C=C1)Cl)/C(=O)OCC1=CC=C(C=C1)Cl ((E)-bis(4-chlorobenzyl) diazene-1,2-dicarboxylate). Solvent: ClCCl (dichloromethane), ClCCl (dichloromethane). Reaction conditions: temperature 45 celsius, time 8 hour. Product: [Si](C)(C)(C(C)(C)C)OCC(OC1=C(C=C(C=C1)F)Cl)C1=NC(=NC=C1)N (4-(2-(tert-butyldimethylsilyloxy)-1-(2-chloro-4-fluorophenoxy)ethyl)-pyrimidin-2-amine). Yield: 88.3%. As a reaction SMILES: [NH2:1][C:2]1[N:7]=[C:6]([CH:8]([OH:18])[CH2:9][O:10][Si:11]([C:14]([CH3:17])([CH3:16])[CH3:15])([CH3:13])[CH3:12])[CH:5]=[CH:4][N:3]=1.[Cl:19][C:20]1[CH:25]=[C:24]([F:26])[CH:23]=[CH:22][C:21]=1O.C1(P(C2C=CC=CC=2)C2C=CC=CC=2)C=CC=CC=1.N(/C(OCC1C=CC(Cl)=CC=1)=O)=N\C(OCC1C=CC(Cl)=CC=1)=O>ClCCl>[Si:11]([O:10][CH2:9][CH:8]([C:6]1[CH:5]=[CH:4][N:3]=[C:2]([NH2:1])[N:7]=1)[O:18][C:21]1[CH:22]=[CH:23][C:24]([F:26])=[CH:25][C:20]=1[Cl:19])([C:14]([CH3:15])([CH3:17])[CH3:16])([CH3:13])[CH3:12]. Procedure details: To a solution of 1-(2-aminopyrimidin-4-yl)-2-(tert-butyldimethylsilyloxy)ethanol (19) (640 mg), 2-Chloro-4-fluorophenol (696 mg) and triphenylphosphine (1246 mg) in dichloromethane (10 mL) was added a solution of (E)-bis(4-chlorobenzyl) diazene-1,2-dicarboxylate in dichloromethane (20 mL) dropwise. The mixture was stirred at 45° C. overnight before being filtered and the filtrate was applied to a silica column and eluted with 10 to 100% ether in heptane. The product containing fractions were con... Reactants: C([O-])([O-])=O.[Cs+].[Cs+] (Cesium carbonate), CN(CCCl)C (2-(dimethylamino)ethyl chloride), C1(=CC=CC=C1)C1OC2=CC=C(C=C2CC1)O (2-phenylchroman-6-ol). Solvent: C(C)(=O)OCC (ethyl acetate), C(C)#N (acetonitrile). Product: CN(CCOC=1C=C2CCC(OC2=CC1)C1=CC=CC=C1)C (Dimethyl[2-(2-phenylchroman-6-yloxy)ethyl]amine). As a reaction SMILES: C(=O)([O-])[O-].[Cs+].[Cs+].[CH3:7][N:8]([CH3:12])[CH2:9][CH2:10]Cl.[C:13]1([CH:19]2[CH2:28][CH2:27][C:26]3[C:21](=[CH:22][CH:23]=[C:24]([OH:29])[CH:25]=3)[O:20]2)[CH:18]=[CH:17][CH:16]=[CH:15][CH:14]=1>C(OCC)(=O)C.C(#N)C>[CH3:7][N:8]([CH3:12])[CH2:9][CH2:10][O:29][C:24]1[CH:25]=[C:26]2[C:21](=[CH:22][CH:23]=1)[O:20][CH:19]([C:13]1[CH:18]=[CH:17][CH:16]=[CH:15][CH:14]=1)[CH2:28][CH2:27]2 |f:0.1.2|. Procedure: Cesium carbonate (230 mg) and an excess of 2-(dimethylamino)ethyl chloride in ethyl acetate were added into a solution of 2-phenylchroman-6-ol (150 mg) in acetonitrile (5 ml). The reaction mixture was refluxed for 30 minutes. After removing the solvents, the residue was taken up in water and extracted with ethyl acetate. The combined organic layers were washed with water and then with saturated NaCl-solution and dried with Na2SO4. The dimethyl[2-(2-phenylchroman-6-yloxy)-ethyl]amine was crystall...